From a dataset of the Open Reaction Database (ORD), a public repository of structured organic reaction records. describe an organic reaction: reactants, conditions, products, and yield Starting materials: [OH-].[K+] (Potassium hydroxide), C(=O)=O (carbon dioxide), C(C)OC(=O)N1CCC(CC1)OC1=CC=C(C=C1)OC(F)(F)F (1-ethoxycarbonyl-4-(4-trifluoromethoxyphenoxy)piperidine). Solvent: C(C(C)C)O (isobutanol), C(C(C)C)O (isobutanol). Conditions: temperature 100 celsius, time 2 hour. Product: FC(OC1=CC=C(OC2CCNCC2)C=C1)(F)F (4-(4-trifluoromethoxyphenoxy)piperidine). Reaction SMILES: [OH-].[K+].C(OC([N:8]1[CH2:13][CH2:12][CH:11]([O:14][C:15]2[CH:20]=[CH:19][C:18]([O:21][C:22]([F:25])([F:24])[F:23])=[CH:17][CH:16]=2)[CH2:10][CH2:9]1)=O)C.C(=O)=O>C(O)C(C)C>[F:25][C:22]([F:23])([F:24])[O:21][C:18]1[CH:19]=[CH:20][C:15]([O:14][CH:11]2[CH2:10][CH2:9][NH:8][CH2:13][CH2:12]2)=[CH:16][CH:17]=1 |f:0.1|. Procedure details: Potassium hydroxide (10.7 g) was heated to 100° C., and dissolved in isobutanol (15 mL). An isobutanol (25 mL) solution of 1-ethoxycarbonyl-4-(4-trifluoromethoxyphenoxy)piperidine (12.03 g) was dropwise added thereto while noticing generation of carbon dioxide gas. After the dropwise addition, the mixture was heated and stirred at 100° C. for 2 hours; then the solvent was concentrated; and toluene (40 mL) was added to the obtained residue. The toluene solution was washed with water (40 mL×2), an... Starting materials: NC1=C(C(=NC=N1)N[C@@H](C)C1=NN2C(C(N1C1=CC=CC=C1)=O)=C(C=C2)Br)I ((S)-2-(1-((6-Amino-5-iodopyrimidin-4-yl)amino)ethyl)-5-bromo-3-phenylpyrrolo[2,1-f][1,2,4]triazin-4(3H)-one), FC=1C=C(C=CC1O)B(O)O ((3-fluoro-4-hydroxyphenyl)boronic acid), C([O-])([O-])=O.[Na+].[Na+] (sodium carbonate). Yields the product NC1=C(C(=NC=N1)N[C@@H](C)C1=NN2C(C(N1C1=CC=CC=C1)=O)=C(C=C2)Br)C2=CC(=C(C=C2)O)F ((S)-2-(1-((6-Amino-5-(3-fluoro-4-hydroxyphenyl)pyrimidin-4-yl)amino)ethyl)-5-bromo-3-phenylpyrrolo[2,1-f][1,2,4]triazin-4(3H)-one). Isolated yield 0.2%. RXN SMILES: [NH2:1][C:2]1[N:7]=[CH:6][N:5]=[C:4]([NH:8][C@H:9]([C:11]2[N:16]([C:17]3[CH:22]=[CH:21][CH:20]=[CH:19][CH:18]=3)[C:15](=[O:23])[C:14]3=[C:24]([Br:27])[CH:25]=[CH:26][N:13]3[N:12]=2)[CH3:10])[C:3]=1I.[F:29][C:30]1[CH:31]=[C:32](B(O)O)[CH:33]=[CH:34][C:35]=1[OH:36].C(=O)([O-])[O-].[Na+].[Na+]>>[NH2:1][C:2]1[N:7]=[CH:6][N:5]=[C:4]([NH:8][C@H:9]([C:11]2[N:16]([C:17]3[CH:22]=[CH:21][CH:20]=[CH:19][CH:18]=3)[C:15](=[O:23])[C:14]3=[C:24]([Br:27])[CH:25]=[CH:26][N:13]3[N:12]=2)[CH3:10])[C:3]=1[C:32]1[CH:33]=[CH:34][C:35]([OH:36])=[C:30]([F:29])[CH:31]=1 |f:2.3.4|. Reported procedure: (S)-2-(1-((6-Amino-5-iodopyrimidin-4-yl)amino)ethyl)-5-bromo-3-phenylpyrrolo[2,1-f][1,2,4]triazin-4(3H)-one (90 mg, 0.16 mol) was treated with (3-fluoro-4-hydroxyphenyl)boronic acid (38 mg, 0.24 mol), 1,1′-bis(diphenylphosphino)ferrocene-palladium(II)dichloride dichloromethane complex (22 mg, 0.02 mol) and a solution of sodium carbonate (2M, 317 μl, 0.73 mol) according to the method described in Example 3 to give 150 mg of the title compound that was used in the next step without any further pur... The reactants are C(C)(C)(C)O (t-Butyl alcohol), FC1=C(NC(=O)OC)C=CC=C1 (2-Fluoro-N-methoxycarbonylaniline), C(C)(C)(C)O (t-Butyl alcohol), C(C)(C)(C)O (t-Butyl alcohol), CCCCCC (n-Hexane). The solvent is S(O)(O)(=O)=O (sulfuric acid). Run at temperature 70 celsius, time 30 minute. Yields the product C(C)(C)(C)C1=CC(=C(NC(=O)OC)C=C1)F (4-t-butyl-2-fluoro-N-methoxycarbonylaniline). The yield is 158.7%. RXN SMILES: [F:1][C:2]1[CH:12]=[CH:11][CH:10]=[CH:9][C:3]=1[NH:4][C:5]([O:7][CH3:8])=[O:6].[C:13](O)([CH3:16])([CH3:15])[CH3:14].CCCCCC>S(=O)(=O)(O)O>[C:13]([C:11]1[CH:10]=[CH:9][C:3]([NH:4][C:5]([O:7][CH3:8])=[O:6])=[C:2]([F:1])[CH:12]=1)([CH3:16])([CH3:15])[CH3:14]. Procedure details: 2-Fluoro-N-methoxycarbonylaniline (150 g, 0.859 mol) was dissolved in 77.6% sulfuric acid (206 g) to prepare a solution. t-Butyl alcohol (72.9 g, 1.07 mol) was added dropwise to the solution under a nitrogen atmosphere over a period of 30 min while stirring and heating the solution at 70° C. After the completion of the dropwise addition, the reaction solution was vigorously stirred at the same temperature for one hr. t-Butyl alcohol (72.9 g, 1.07 mol) was again added dropwise thereto over a peri... Starting materials: C(C=C)(=O)Cl (acrylic chloride), C12(CC3(CC(CC(C1)C3)(C2)O)O)O (1,3,5-adamantanetriol), C(C(=C)C)(=O)Cl (methacrylic chloride), C12(CC3(CC(CC(C1)C3)C2)O)O (1,3-adamantanediol). The product is OC12CC3(CC(CC(C1)C3)(C2)OC(C(=C)C)=O)O (1,3-Dihydroxy-5-methacryloyloxyadamantane). RXN SMILES: [C:1]12([OH:13])[CH2:10][C:5]3([OH:11])[CH2:6][CH:7]([CH2:9][C:3]([OH:12])([CH2:4]3)[CH2:2]1)[CH2:8]2.[C:14](Cl)(=[O:18])[C:15]([CH3:17])=[CH2:16].C12(O)CC3CC(CC(O)(C3)C1)C2.C(Cl)(=O)C=C>>[OH:13][C:1]12[CH2:10][C:5]3([O:11][C:14](=[O:18])[C:15]([CH3:17])=[CH2:16])[CH2:6][CH:7]([CH2:9][C:3]([OH:12])([CH2:4]3)[CH2:2]1)[CH2:8]2. Reported procedure: The title compound was prepared in the same manner as in Production Example 6, except that 1,3,5-adamantanetriol and methacrylic chloride were used instead of 1,3-adamantanediol and acrylic chloride, respectively. Product: [Cl-].O1C(=CC=C1)C=1OC(=C(N1)C[P+](C1=CC=CC=C1)(C1=CC=CC=C1)C1=CC=CC=C1)C ([2-(2-furyl)-5-methyl-4-oxazolylmethyl]triphenylphosphonium chloride). Starting materials: ClCC=1N=C(OC1C)C=1OC=CC1 (4-Chloromethyl-2-(2-furyl)-5-methyloxazole), C1(=CC=CC=C1)P(C1=CC=CC=C1)C1=CC=CC=C1 (triphenylphosphine). Reaction SMILES: [Cl:1][CH2:2][C:3]1[N:4]=[C:5]([C:9]2[O:10][CH:11]=[CH:12][CH:13]=2)[O:6][C:7]=1[CH3:8].[C:14]1([P:20]([C:27]2[CH:32]=[CH:31][CH:30]=[CH:29][CH:28]=2)[C:21]2[CH:26]=[CH:25][CH:24]=[CH:23][CH:22]=2)[CH:19]=[CH:18][CH:17]=[CH:16][CH:15]=1>>[Cl-:1].[O:10]1[CH:11]=[CH:12][CH:13]=[C:9]1[C:5]1[O:6][C:7]([CH3:8])=[C:3]([CH2:2][P+:20]([C:21]2[CH:22]=[CH:23][CH:24]=[CH:25][CH:26]=2)([C:27]2[CH:32]=[CH:31][CH:30]=[CH:29][CH:28]=2)[C:14]2[CH:15]=[CH:16][CH:17]=[CH:18][CH:19]=2)[N:4]=1 |f:2.3|. Procedure: 4-Chloromethyl-2-(2-furyl)-5-methyloxazole and triphenylphosphine were reacted in the same manner as in Reference Example 7 to yield [2-(2-furyl)-5-methyl-4-oxazolylmethyl]triphenylphosphonium chloride. Melting point 284°-285° C. Starting materials: C(C)OC(=O)N=NC(=O)OCC (azo dicarboxylic acid diethyl ester), C1(C=2C(C(N1)=O)=CC=CC2)=O (phthalimide), C1(=CC=CC=C1)P(C1=CC=CC=C1)C1=CC=CC=C1 (triphenylphosphine), C(C1=CC=CC=C1)OC(=O)N1C[C@H]([C@@H](C1)C(F)(F)F)CO (trans-1-benzyloxycarbonyl-3-hydroxymethyl-4-trifluoromethylpyrrolidine). Run in O1CCCC1 (tetrahydrofuran). Reaction conditions: time 3 hour. Yields the product C(C1=CC=CC=C1)OC(=O)N1C[C@H]([C@@H](C1)C(F)(F)F)CN1C(C=2C(C1=O)=CC=CC2)=O (Trans-1-benzyloxycarbonyl-3-phthalimidomethyl-4-trifluoromethylpyrrolidine). Yield: 85.2%. RXN SMILES: [CH2:1]([O:8][C:9]([N:11]1[CH2:15][C@@H:14]([C:16]([F:19])([F:18])[F:17])[C@H:13]([CH2:20]O)[CH2:12]1)=[O:10])[C:2]1[CH:7]=[CH:6][CH:5]=[CH:4][CH:3]=1.[C:22]1(=[O:32])[NH:26][C:25](=[O:27])[C:24]2=[CH:28][CH:29]=[CH:30][CH:31]=[C:23]12.C1(P(C2C=CC=CC=2)C2C=CC=CC=2)C=CC=CC=1.C(OC(N=NC(OCC)=O)=O)C>O1CCCC1>[CH2:1]([O:8][C:9]([N:11]1[CH2:15][C@@H:14]([C:16]([F:17])([F:18])[F:19])[C@H:13]([CH2:20][N:26]2[C:25](=[O:27])[C:24]3=[CH:28][CH:29]=[CH:30][CH:31]=[C:23]3[C:22]2=[O:32])[CH2:12]1)=[O:10])[C:2]1[CH:3]=[CH:4][CH:5]=[CH:6][CH:7]=1. Procedure: In 250 ml of absolute tetrahydrofuran, is dissolved 8.0 g (26.4 mmol) of trans-1-benzyloxycarbonyl-3-hydroxymethyl-4-trifluoromethylpyrrolidine. To the above solution, are added 4.27 g (29.0 mmol) of phthalimide and 8.30 g (31.7 mmol) of triphenylphosphine. Further, 5.0 ml (31.7 mmol) of azo dicarboxylic acid diethyl ester is added dropwise to the above solution on cooling with ice. After stirring at room temperature for 3 hours, the reaction mixture was concentrated under reduced pressure, and ...